describe an organic reaction: reactants, conditions, products, and yield From a dataset of the Open Reaction Database (ORD), a public repository of structured organic reaction records. The product is COC(=O)C1=C(c2ccc3c(c2)OCO3)c2ccc(OCc3ccccc3)cc2C1(O)c1ccc(OC)cc1. The reactants are [Br-], COc1ccc(Br)cc1, COC(=O)C1=C(c2ccc3c(c2)OCO3)c2ccc(OCc3ccccc3)cc2C1=O, C1CCOC1, C1CCOC1, COc1ccc([Mg+])cc1, CCOCC, [Mg]. Reaction SMILES: [Br-:11].[Br:2][c:3]1[cH:4][cH:5][c:6]([O:9][CH3:10])[cH:7][cH:8]1.[CH2:21]([c:22]1[cH:23][cH:24][cH:25][cH:26][cH:27]1)[O:28][c:29]1[cH:30][c:31]2[c:35]([cH:36][cH:37]1)[C:34]([c:38]1[cH:39][c:40]3[c:41]([cH:42][cH:43]1)[O:44][CH2:45][O:46]3)=[C:33]([C:47](=[O:48])[O:49][CH3:50])[C:32]2=[O:51].[CH2:52]1[O:53][CH2:54][CH2:55][CH2:56]1.[CH2:62]1[O:63][CH2:64][CH2:65][CH2:66]1.[CH3:12][O:13][c:14]1[cH:15][cH:16][c:17]([Mg+:18])[cH:19][cH:20]1.[CH3:57][CH2:58][O:59][CH2:60][CH3:61].[Mg:1]>>[c:3]1([C:32]2([OH:51])[c:31]3[cH:30][c:29]([O:28][CH2:21][c:22]4[cH:23][cH:24][cH:25][cH:26][cH:27]4)[cH:37][cH:36][c:35]3[C:34]([c:38]3[cH:39][c:40]4[c:41]([cH:42][cH:43]3)[O:44][CH2:45][O:46]4)=[C:33]2[C:47](=[O:48])[O:49][CH3:50])[cH:4][cH:5][c:6]([O:9][CH3:10])[cH:7][cH:8]1. RXN SMILES: [C:1]([CH:2]=[CH2:3])(=[O:4])[Cl:5].[CH2:7]([c:8]1[cH:9][cH:10][cH:11][cH:12][cH:13]1)[O:14][NH2:15].[CH:16]([N:17]([CH2:18][CH3:19])[CH:20]([CH3:21])[CH3:22])([CH3:23])[CH3:24].[Cl:26][CH2:27][Cl:28].[ClH:6].[OH2:25]>>[C:1]([CH:2]=[CH2:3])(=[O:4])[NH:15][O:14][CH2:7][c:8]1[cH:9][cH:10][cH:11][cH:12][cH:13]1. Yields the product C=CC(=O)NOCc1ccccc1. Reactants: C=CC(=O)Cl, NOCc1ccccc1, CCN(C(C)C)C(C)C, ClCCl, Cl, O.